Dataset: the Open Reaction Database (ORD), a public repository of structured organic reaction records. Task: describe an organic reaction: reactants, conditions, products, and yield Reactants: CCc1ncccc1-c1cccc(C(=O)CC(=O)Nc2cc(C(F)(F)F)c(OCC(F)(F)F)cc2NC(=O)OC(C)(C)C)c1, ClCCl, O=C(O)C(F)(F)F. Product: CCc1ncccc1-c1cccc(C2=Nc3cc(OCC(F)(F)F)c(C(F)(F)F)cc3NC(=O)C2)c1. As a reaction SMILES: [C:1]([O:2][C:3](=[O:4])[NH:7][c:8]1[c:9]([NH:24][C:25]([CH2:26][C:27](=[O:5])[c:29]2[cH:30][c:31](-[c:35]3[c:36]([CH2:41][CH3:42])[n:37][cH:38][cH:39][cH:40]3)[cH:32][cH:33][cH:34]2)=[O:43])[cH:10][c:11]([C:20]([F:21])([F:22])[F:23])[c:12]([O:14][CH2:15][C:16]([F:17])([F:18])[F:19])[cH:13]1)([CH3:6])([CH3:28])[CH3:44].[Cl:52][CH2:53][Cl:54].[F:45][C:46]([F:47])([F:48])[C:49]([OH:50])=[O:51]>>[N:7]1=[C:27]([c:29]2[cH:30][c:31](-[c:35]3[c:36]([CH2:41][CH3:42])[n:37][cH:38][cH:39][cH:40]3)[cH:32][cH:33][cH:34]2)[CH2:26][C:25](=[O:43])[NH:24][c:9]2[c:8]1[cH:13][c:12]([O:14][CH2:15][C:16]([F:17])([F:18])[F:19])[c:11]([C:20]([F:21])([F:22])[F:23])[cH:10]2.